From a dataset of the Open Reaction Database (ORD), a public repository of structured organic reaction records. describe an organic reaction: reactants, conditions, products, and yield Reactants: OCCCBr, O=C([O-])[O-], Oc1cccc2nn(Cc3ccccc3)cc12, CN(C)C=O, [K+], [K+]. Product: OCCCOc1cccc2nn(Cc3ccccc3)cc12. RXN SMILES: [Br:18][CH2:19][CH2:20][CH2:21][OH:22].[C:23](=[O:24])([O-:25])[O-:26].[CH2:1]([c:2]1[cH:3][cH:4][cH:5][cH:6][cH:7]1)[n:8]1[n:9][c:10]2[cH:11][cH:12][cH:13][c:14]([OH:17])[c:15]2[cH:16]1.[CH3:29][N:30]([CH3:31])[CH:32]=[O:33].[K+:27].[K+:28]>>[CH2:1]([c:2]1[cH:3][cH:4][cH:5][cH:6][cH:7]1)[n:8]1[n:9][c:10]2[cH:11][cH:12][cH:13][c:14]([O:17][CH2:19][CH2:20][CH2:21][OH:22])[c:15]2[cH:16]1. Starting materials: ClC1=CC(=C(C=N1)NC)I ((6-chloro-4-iodo-pyridin-3-yl)-methyl-amine), FC1=CC(=C(C=C1)B(O)O)OC (4-fluoro-2-methoxyphenylboronic acid). Run in CCCCCCC.CCOC(=O)C (n-heptane EtOAc). The product is ClC1=CC(=C(C=N1)NC)C1=C(C=C(C=C1)F)OC ([6-Chloro-4-(4-fluoro-2-methoxy-phenyl)-pyridin-3-yl]-methyl-amine). RXN SMILES: [Cl:1][C:2]1[N:7]=[CH:6][C:5]([NH:8][CH3:9])=[C:4](I)[CH:3]=1.[F:11][C:12]1[CH:17]=[CH:16][C:15](B(O)O)=[C:14]([O:21][CH3:22])[CH:13]=1>CCCCCCC.CCOC(C)=O>[Cl:1][C:2]1[N:7]=[CH:6][C:5]([NH:8][CH3:9])=[C:4]([C:15]2[CH:16]=[CH:17][C:12]([F:11])=[CH:13][C:14]=2[O:21][CH3:22])[CH:3]=1 |f:2.3|. Reported procedure: The title compound was prepared in analogy to example 72, from (6-chloro-4-iodo-pyridin-3-yl)-methyl-amine (prepared according to WO2006013050) and 4-fluoro-2-methoxyphenylboronic acid (CAS RN 179899-07-1) and using a gradient of n-heptane:EtOAc (100:0 to 50:50) for the chromatographic purification. Off-white solid (81%). MS (ESI): m/z=267.07 [M+H]+. Reactants: CO, CCCCC(CCO)Nc1nc(N)nc(C)c1Cc1ccc(CC(=O)O)cc1F, [Na+], O=C([O-])O, O, O=S(=O)(O)O. Product: CCCCC(CCO)Nc1nc(N)nc(C)c1Cc1ccc(CC(=O)OC)cc1F. As a reaction SMILES: [CH3:40][OH:41].[NH2:6][c:7]1[n:8][c:9]([CH3:34])[c:10]([CH2:22][c:23]2[c:24]([F:33])[cH:25][c:26]([CH2:29][C:30](=[O:31])[OH:32])[cH:27][cH:28]2)[c:11]([NH:13][CH:14]([CH2:15][CH2:16][OH:17])[CH2:18][CH2:19][CH2:20][CH3:21])[n:12]1.[Na+:39].[O-:35][C:36]([OH:37])=[O:38].[OH2:42].[S:1](=[O:2])(=[O:3])([OH:4])[OH:5]>>[NH2:6][c:7]1[n:8][c:9]([CH3:34])[c:10]([CH2:22][c:23]2[c:24]([F:33])[cH:25][c:26]([CH2:29][C:30](=[O:31])[O:32][CH3:36])[cH:27][cH:28]2)[c:11]([NH:13][CH:14]([CH2:15][CH2:16][OH:17])[CH2:18][CH2:19][CH2:20][CH3:21])[n:12]1.